Task: describe an organic reaction: reactants, conditions, products, and yield. Dataset: the Open Reaction Database (ORD), a public repository of structured organic reaction records The reactants are BrCCCCO (4-bromobutan-1-ol), O1CCCC=C1 (3,4-dihydropyran), C([O-])([O-])=O.[K+].[K+] (potassium carbonate). Solvent: ClCCl (dichloromethane), P(=O)(Cl)(Cl)Cl (phosphorus oxychloride). Reaction conditions: time 24 hour. Product: BrCCCCOC1OCCCC1 (2-(4-Bromobutoxy)tetrahydropyran). As a reaction SMILES: [Br:1][CH2:2][CH2:3][CH2:4][CH2:5][OH:6].[O:7]1[CH:12]=[CH:11][CH2:10][CH2:9][CH2:8]1.C(=O)([O-])[O-].[K+].[K+]>ClCCl.P(Cl)(Cl)(Cl)=O>[Br:1][CH2:2][CH2:3][CH2:4][CH2:5][O:6][CH:8]1[CH2:9][CH2:10][CH2:11][CH2:12][O:7]1 |f:2.3.4|. Procedure details: To a solution of commercially available 4-bromobutan-1-ol (16) (1 equi.) and 3,4-dihydropyran (17) (1.5 equi.) in dichloromethane (3 mL/mmole), phosphorus oxychloride (0.01 equi.) was added at room temperature. The reaction mixture was stirred at that temperature for 24 h. Then potassium carbonate (1 equi.) was added to the reaction mixture and the reaction mixture was stirred at room temperature for 1 h, quenched with water, extracted with dichloromethane, washed with brine, dried over MgSO4, a... Reactants: C[C@]12CC[C@H]3[C@H]([C@@H]1CCC2=O)CC=C4[C@@]3(CC[C@@H](C4)O)C (dehydroepiandrosterone), C(C1=CC=CC=C1)OC(=O)Cl (benzylchloroformate). Run in C(Cl)Cl (methylene chloride). Reaction conditions: time 30 minute. Yields the product C(C1=CC=CC=C1)OC(=O)O[C@@H]1CC2=CC[C@H]3[C@@H]4CCC([C@@]4(C)CC[C@@H]3[C@]2(CC1)C)=O (3β-benzyloxycarbonyloxy-5-androsten-17-one). Reaction SMILES: [CH3:1][C@@:2]12[C:10](=[O:11])[CH2:9][CH2:8][C@H:7]1[C@@H:6]1[CH2:12][CH:13]=[C:14]3[CH2:19][C@@H:18]([OH:20])[CH2:17][CH2:16][C@:15]3([CH3:21])[C@H:5]1[CH2:4][CH2:3]2.[CH2:22]([O:29][C:30](Cl)=[O:31])[C:23]1[CH:28]=[CH:27][CH:26]=[CH:25][CH:24]=1>C(Cl)Cl>[CH2:22]([O:29][C:30]([O:20][C@H:18]1[CH2:17][CH2:16][C@@:15]2([CH3:21])[C:14](=[CH:13][CH2:12][C@@H:6]3[C@@H:5]2[CH2:4][CH2:3][C@@:2]2([CH3:1])[C@H:7]3[CH2:8][CH2:9][C:10]2=[O:11])[CH2:19]1)=[O:31])[C:23]1[CH:28]=[CH:27][CH:26]=[CH:25][CH:24]=1. Procedure: To a stirred solution of dehydroepiandrosterone (2.88 % 10 mmol) in methylene chloride (100 mL) is added dropwise benzylchloroformate, over a period of 30 min following the known procedure (F. Reber and T. Reichstein, Helv. Chim. Acta, 28, 1164, 1945). After stirring for 3 h, the mixture is washed with water and evaporated to dryness. The residue is then dissolved in acetone and precipitated in iced water. After 16 h, crystals are filtered and dried in vacuo. RXN SMILES: [CH2:1]([C:2]#[CH:3])[O:4][c:5]1[cH:6][c:7]([CH2:8][OH:9])[cH:10][c:11]([O:13][CH2:14][C:15]#[CH:16])[cH:12]1.[CH3:17][C:18](=[O:19])[O:20][C:21](=[O:22])[CH3:23].[Na+:29].[Na+:30].[O-:31][C:32](=[O:33])[O-:34].[OH2:35].[S:24](=[O:25])(=[O:26])([OH:27])[OH:28]>>[CH2:1]([C:2]#[CH:3])[O:4][c:5]1[cH:6][c:7]([CH2:8][O:9][C:18]([CH3:17])=[O:19])[cH:10][c:11]([O:13][CH2:14][C:15]#[CH:16])[cH:12]1. The product is C#CCOc1cc(COC(C)=O)cc(OCC#C)c1. The reactants are C#CCOc1cc(CO)cc(OCC#C)c1, CC(=O)OC(C)=O, [Na+], [Na+], O=C([O-])[O-], O, O=S(=O)(O)O. The reactants are NC1=C(C=C(C=N1)OC1=C(C(=O)OC)C=CC(=C1)N1CCN(CC1)CC=1CC2(CCNCC2)CCC1C1=CC=C(C=C1)Cl)Cl (methyl 2-(6-amino-5-chloropyridin-3-yloxy)-4-(4-((9-(4-chlorophenyl)-3-azaspiro[5.5]undec-8-en-8-yl)methyl)piperazin-1-yl)benzoate), FCC(CF)=O (1,3-difluoropropan-2-one), C(C)(=O)O[BH3-].[Na+] (sodium acetoxyborohydride), Cl (HCl), O[Li].O (LiOH.H2O). The solvent is O1CCCC1 (tetrahydrofuran), ClCCl (dichloromethane), CO (methanol), C(C)(=O)OCC (ethyl acetate), O (water). Run at time 8 hour. Product: NC1=C(C=C(C=N1)OC1=C(C(=O)O)C=CC(=C1)N1CCN(CC1)CC=1CC2(CCN(CC2)C(CF)CF)CCC1C1=CC=C(C=C1)Cl)Cl (2-(6-amino-5-chloropyridin-3-yloxy)-4-(4-((9-(4-chlorophenyl)-3-(1,3-difluoropropan-2-yl)-3-azaspiro[5.5]undec-8-en-8-yl)methyl)piperazin-1-yl)benzoic acid). As a reaction SMILES: [NH2:1][C:2]1[N:7]=[CH:6][C:5]([O:8][C:9]2[CH:18]=[C:17]([N:19]3[CH2:24][CH2:23][N:22]([CH2:25][C:26]4[CH2:27][C:28]5([CH2:34][CH2:35][C:36]=4[C:37]4[CH:42]=[CH:41][C:40]([Cl:43])=[CH:39][CH:38]=4)[CH2:33][CH2:32][NH:31][CH2:30][CH2:29]5)[CH2:21][CH2:20]3)[CH:16]=[CH:15][C:10]=2[C:11]([O:13]C)=[O:12])=[CH:4][C:3]=1[Cl:44].[F:45][CH2:46][C:47](=O)[CH2:48][F:49].C(O[BH3-])(=O)C.[Na+].O[Li].O.Cl>ClCCl.C(OCC)(=O)C.O1CCCC1.O.CO>[NH2:1][C:2]1[N:7]=[CH:6][C:5]([O:8][C:9]2[CH:18]=[C:17]([N:19]3[CH2:24][CH2:23][N:22]([CH2:25][C:26]4[CH2:27][C:28]5([CH2:34][CH2:35][C:36]=4[C:37]4[CH:42]=[CH:41][C:40]([Cl:43])=[CH:39][CH:38]=4)[CH2:33][CH2:32][N:31]([CH:47]([CH2:48][F:49])[CH2:46][F:45])[CH2:30][CH2:29]5)[CH2:21][CH2:20]3)[CH:16]=[CH:15][C:10]=2[C:11]([OH:13])=[O:12])=[CH:4][C:3]=1[Cl:44] |f:2.3,4.5|. Procedure: To a solution of EXAMPLE 391H (318 mg) in dichloromethane (4 mL) was added 1,3-difluoropropan-2-one (282 mg) and sodium acetoxyborohydride (318 mg). The mixture was stirred overnight. The reaction mixture was diluted with ethyl acetate (300 mL) and washed with 2N aqueous NaOH and brine, and dried over Na2SO4. Filtration and concentration gave the crude product which was dissolved in tetrahydrofuran (10 mL), methanol (5 mL) and water (5 mL). LiOH.H2O (450 mg) was added and the mixture was stirred... Reactants: BH3, C(C)(C)(C)OC(=O)N1[C@@H]2C[C@@H]2CC[C@H]1C(=O)O ((1R,3S,6S)-2-(tert-butoxycarbonyl)-2-azabicyclo[4.1.0]heptane-3-carboxylic acid), CO (Methanol). The solvent is C1CCOC1 (THF), C1CCOC1 (THF). Reaction conditions: time 2 hour. Product: C(C)(C)(C)OC(=O)N1[C@@H]2C[C@@H]2CC[C@H]1CO ((1R,3S,6S)-tert-butyl-3-(hydroxymethyl)-2-azabicyclo[4.1.0]heptane-2-carboxylate). Reaction SMILES: [C:1]([O:5][C:6]([N:8]1[C@H:14]([C:15](O)=[O:16])[CH2:13][CH2:12][C@@H:11]2[C@H:9]1[CH2:10]2)=[O:7])([CH3:4])([CH3:3])[CH3:2].CO>C1COCC1>[C:1]([O:5][C:6]([N:8]1[C@H:14]([CH2:15][OH:16])[CH2:13][CH2:12][C@@H:11]2[C@H:9]1[CH2:10]2)=[O:7])([CH3:4])([CH3:3])[CH3:2]. Reported procedure: To a solution of D5 (11 g, 45.6 mmol) in THF (350 mL) cooled at 0° C., BH3 1M in THF (90 mL, 90 mmol) was added and the mixture was stirred at room temperature for 2 hours. Methanol (50 mL) was added; this solution was concentrated and co-evaporated twice from methanol to give the title compound. Yield (11 g, 100%). Reactants: C1(CC1)NC(=O)C=1N=NN(C1CO)C1=CC=C(C=C1)C(=O)NCC (N-cyclopropyl-1-{4-[(ethylamino)carbonyl]phenyl}-5-(hydroxymethyl)-1H-1,2,3-triazole-4-carboxamide), BrC1=CC=C(C=C1)O (4-bromophenol), C(CCC)P(CCCC)CCCC (tributylphosphine), C1CCN(CC1)C(=O)N=NC(=O)N2CCCCC2 (ADDP). Run in C1CCOC1 (THF), C1(=CC=CC=C1)C (toluene). Reaction conditions: time 15 minute. Yields the product BrC1=CC=C(OCC2=C(N=NN2C2=CC=C(C=C2)C(=O)NCC)C(=O)NC2CC2)C=C1 (5-[(4-bromophenoxy)methyl]-N-cyclopropyl-1-{4-[(ethylamino)carbonyl]phenyl}-1H-1,2,3-triazole-4-carboxamide). Isolated yield 95.2%. Reaction SMILES: [CH:1]1([NH:4][C:5]([C:7]2[N:8]=[N:9][N:10]([C:14]3[CH:19]=[CH:18][C:17]([C:20]([NH:22][CH2:23][CH3:24])=[O:21])=[CH:16][CH:15]=3)[C:11]=2[CH2:12][OH:13])=[O:6])[CH2:3][CH2:2]1.[Br:25][C:26]1[CH:31]=[CH:30][C:29](O)=[CH:28][CH:27]=1.C(P(CCCC)CCCC)CCC.C1CCN(C(N=NC(N2CCCCC2)=O)=O)CC1>C1COCC1.C1(C)C=CC=CC=1>[Br:25][C:26]1[CH:31]=[CH:30][C:29]([O:13][CH2:12][C:11]2[N:10]([C:14]3[CH:19]=[CH:18][C:17]([C:20]([NH:22][CH2:23][CH3:24])=[O:21])=[CH:16][CH:15]=3)[N:9]=[N:8][C:7]=2[C:5]([NH:4][CH:1]2[CH2:2][CH2:3]2)=[O:6])=[CH:28][CH:27]=1. Procedure details: To a suspension of N-cyclopropyl-1-{4-[(ethylamino)carbonyl]phenyl}-5-(hydroxymethyl)-1H-1,2,3-triazole-4-carboxamide (0.10 g) obtained in Example 112 in THF (3 ml)—toluene (3 ml) were added 4-bromophenol (0.053 g), tributylphosphine (0.15 ml) and ADDP (0.15 g). The reaction mixture was stirred at room temperature for 15 min, the insoluble material was filtered off, and the solvent was evaporated. The residue was purified by silica gel column (hexane/ethyl acetate=1/2 to ethyl acetate). The resu...